From a dataset of the Open Reaction Database (ORD), a public repository of structured organic reaction records. describe an organic reaction: reactants, conditions, products, and yield Reactants: C1CCOC1, Cl, [Na+], [OH-], O, COC(=O)c1sccc1NC(=O)Cc1cccc2ccccc12. Product: O=C(Cc1cccc2ccccc12)Nc1ccsc1C(=O)O. Reaction SMILES: [CH2:27]1[O:28][CH2:29][CH2:30][CH2:31]1.[ClH:26].[Na+:25].[OH-:24].[OH2:32].[c:1]1([CH2:11][C:12](=[O:13])[NH:14][c:15]2[c:16]([C:20](=[O:21])[O:22][CH3:23])[s:17][cH:18][cH:19]2)[cH:2][cH:3][cH:4][c:5]2[cH:6][cH:7][cH:8][cH:9][c:10]12>>[c:1]1([CH2:11][C:12](=[O:13])[NH:14][c:15]2[c:16]([C:20](=[O:21])[OH:22])[s:17][cH:18][cH:19]2)[cH:2][cH:3][cH:4][c:5]2[cH:6][cH:7][cH:8][cH:9][c:10]12. Starting materials: CC(C)(C)OC(=O)n1c(Br)ccc1-c1nccs1, O=C([O-])[O-], C1COCCO1, COCC(C)Oc1cc(Oc2ccc(S(C)(=O)=O)cc2)cc(B2OC(C)(C)C(C)(C)O2)c1, [K+], [K+], O. The product is COCC(C)Oc1cc(Oc2ccc(S(C)(=O)=O)cc2)cc(-c2ccc(-c3nccs3)n2C(=O)OC(C)(C)C)c1. RXN SMILES: [Br:33][c:34]1[n:35]([C:44](=[O:45])[O:46][C:47]([CH3:48])([CH3:49])[CH3:50])[c:36](-[c:39]2[s:40][cH:41][cH:42][n:43]2)[cH:37][cH:38]1.[C:51](=[O:52])([O-:53])[O-:54].[CH2:57]1[O:58][CH2:59][CH2:60][O:61][CH2:62]1.[CH3:1][O:2][CH2:3][CH:4]([O:5][c:6]1[cH:7][c:8]([B:23]2[O:24][C:25]([CH3:26])([CH3:27])[C:28]([CH3:29])([CH3:30])[O:31]2)[cH:9][c:10]([O:12][c:13]2[cH:14][cH:15][c:16]([S:19](=[O:20])(=[O:21])[CH3:22])[cH:17][cH:18]2)[cH:11]1)[CH3:32].[K+:55].[K+:56].[OH2:63]>>[CH3:1][O:2][CH2:3][CH:4]([O:5][c:6]1[cH:7][c:8](-[c:34]2[n:35]([C:44](=[O:45])[O:46][C:47]([CH3:48])([CH3:49])[CH3:50])[c:36](-[c:39]3[s:40][cH:41][cH:42][n:43]3)[cH:37][cH:38]2)[cH:9][c:10]([O:12][c:13]2[cH:14][cH:15][c:16]([S:19](=[O:20])(=[O:21])[CH3:22])[cH:17][cH:18]2)[cH:11]1)[CH3:32]. Reactants: [N+](=O)([O-])C=1C=C2C=CNC2=CC1 (5-nitro-1H-indole), [OH-].[K+] (KOH), S([O-])(O)(=O)=O.[Na+] (sodium bisulfate), II (I2). Solvent: CN(C)C=O (DMF). Conditions: time 2 hour. Yields the product IC1=CNC2=CC=C(C=C12)[N+](=O)[O-] (3-iodo-5-nitro-1H-indole). Yield: 90.0%. Reaction SMILES: [N+:1]([C:4]1[CH:5]=[C:6]2[C:10](=[CH:11][CH:12]=1)[NH:9][CH:8]=[CH:7]2)([O-:3])=[O:2].[OH-].[K+].[I:15]I.S(=O)(=O)(O)[O-].[Na+]>CN(C=O)C>[I:15][C:7]1[C:6]2[C:10](=[CH:11][CH:12]=[C:4]([N+:1]([O-:3])=[O:2])[CH:5]=2)[NH:9][CH:8]=1 |f:1.2,4.5|. Procedure details: To a solution of 5-nitro-1H-indole (5 g, 30.86 mmol) in DMF (50 mL) was added KOH (5 g, 92.58 mmol), followed by addition of I2 (15.7 g, 61.74 mmol). The reaction mixture was stirred at RT for 2 h and then added 10% aqueous sodium bisulfate (50 mL) solution. The resulting precipitate was collected by filtration, washed with water and dried under vacuum to obtain the title compound as a pale yellow solid (8.0 g. 91%). MS (ESI, pos. ion) m/z: 286.9 (M−1)